Task: describe an organic reaction: reactants, conditions, products, and yield. Dataset: the Open Reaction Database (ORD), a public repository of structured organic reaction records Reactants: ice water, ClC1=CC=C(C=C1)[C@H]1[C@@H](NC(O1)=N[N+](=O)[O-])C (trans-5-(4-chlorophenyl)-4-methyl-2-nitroiminooxazolidine), [H-].[Na+] (sodium hydride), ClC1=NC=C(C=C1)CCl (2-chloro-5-chloromethylpyridine). Run in CN(C)C=O (DMF). Yields the product ClC1=CC=C(C=C1)[C@H]1[C@@H](N(C(O1)=N[N+](=O)[O-])CC=1C=CC(=NC1)Cl)C (trans-5-(4-chlorophenyl)-4-methyl-3-(2-chloro-5-pyridylmethyl)-2-nitroiminooxazolidine). Yield: 33.5%. As a reaction SMILES: [Cl:1][C:2]1[CH:7]=[CH:6][C:5]([C@@H:8]2[O:12][C:11](=[N:13][N+:14]([O-:16])=[O:15])[NH:10][C@H:9]2[CH3:17])=[CH:4][CH:3]=1.[H-].[Na+].[Cl:20][C:21]1[CH:26]=[CH:25][C:24]([CH2:27]Cl)=[CH:23][N:22]=1>CN(C=O)C>[Cl:1][C:2]1[CH:3]=[CH:4][C:5]([C@@H:8]2[O:12][C:11](=[N:13][N+:14]([O-:16])=[O:15])[N:10]([CH2:27][C:24]3[CH:25]=[CH:26][C:21]([Cl:20])=[N:22][CH:23]=3)[C@H:9]2[CH3:17])=[CH:6][CH:7]=1 |f:1.2|. Reported procedure: 1.0 g of trans-5-(4-chlorophenyl)-4-methyl-2-nitroiminooxazolidine obtained in Example 1 and 0.2 g of 60% sodium hydride were added into 20 ml of DMF. 0.7 g of 2-chloro-5-chloromethylpyridine was added gradually to the mixture with stirring on cooling. Then, the mixture was further stirred for 6 hours at 70° C., followed by pouring the reaction mixture into ice water. The solution was extracted with ethyl acetate, and the organic layer was dried and then condensed under reduced pressure. The oil... The reactants are [BH4-], CCN(CC)C(=O)n1cc(C=O)c(S(=O)(=O)c2cccc(Cl)c2C)n1, CO, [Na+], O. The product is CCN(CC)C(=O)n1cc(CO)c(S(=O)(=O)c2cccc(Cl)c2C)n1. As a reaction SMILES: [BH4-:1].[CH2:3]([CH3:4])[N:5]([C:6](=[O:7])[n:8]1[n:9][c:10]([S:15](=[O:16])(=[O:17])[c:18]2[c:19]([CH3:25])[c:20]([Cl:24])[cH:21][cH:22][cH:23]2)[c:11]([CH:13]=[O:14])[cH:12]1)[CH2:26][CH3:27].[CH3:29][OH:30].[Na+:2].[OH2:28]>>[CH2:3]([CH3:4])[N:5]([C:6](=[O:7])[n:8]1[n:9][c:10]([S:15](=[O:16])(=[O:17])[c:18]2[c:19]([CH3:25])[c:20]([Cl:24])[cH:21][cH:22][cH:23]2)[c:11]([CH2:13][OH:14])[cH:12]1)[CH2:26][CH3:27]. The reactants are FC(C(=O)C(F)(F)F)(F)F (hexafluoroacetone), C(C=C)Br (allylbromide), Cl (HCl). Solvent: C1CCOC1 (THF). Reaction conditions: time 4 hour. The product is C(C=C)C(C(F)(F)F)(C(F)(F)F)O (allylhexafluoroisopropanol). As a reaction SMILES: [F:1][C:2]([F:10])([F:9])[C:3]([C:5]([F:8])([F:7])[F:6])=[O:4].[CH2:11](Br)[CH:12]=[CH2:13].Cl>C1COCC1>[CH2:13]([C:3]([OH:4])([C:5]([F:8])([F:7])[F:6])[C:2]([F:10])([F:9])[F:1])[CH:12]=[CH2:11]. Procedure details: One mol of hexafluoroacetone was added dropwise at 0° C. to 1.1 mol of allylbromide in THF solution. The reaction was carried out at room temperature for 4 hours. After treating with HCl, the reaction mixture was extracted with H2O and ether, and the organic layer was evaporated under reduced pressure to provide an intermediate product, allylhexafluoroisopropanol. Cyclopentadiene (1 mol) and 1 mol of the intermediate product then were placed into a reactor and reacted at about 80° C. for about 2... Starting materials: ClC1=NC=CC2=C1N(C(N2C(C)C)=O)CC2=NC=1C(=NC=CC1)N2CCC(C)C (4-chloro-3-((3-isopentyl-3H-imidazo[4,5-b]pyridin-2-yl)methyl)-1-isopropyl-1H-imidazo[4,5-c]pyridin-2(3H)-one), tetrakis(triphenyl-phosphine)palladium, C(#N)[Zn]C#N (dicyanozinc). Run in CN(C)C=O (DMF). The product is C(CC(C)C)N1C(=NC=2C1=NC=CC2)CN2C(N(C1=C2C(=NC=C1)C#N)C(C)C)=O (3-((3-isopentyl-3H-imidazo[4,5-b]pyridin-2-yl)methyl)-1-isopropyl-2-oxo-2,3-dihydro-1H-imidazo[4,5-c]pyridine-4-carbonitrile), solid. The yield is 81.0%. As a reaction SMILES: Cl[C:2]1[C:7]2[N:8]([CH2:15][C:16]3[N:24]([CH2:25][CH2:26][CH:27]([CH3:29])[CH3:28])[C:19]4=[N:20][CH:21]=[CH:22][CH:23]=[C:18]4[N:17]=3)[C:9](=[O:14])[N:10]([CH:11]([CH3:13])[CH3:12])[C:6]=2[CH:5]=[CH:4][N:3]=1.[C:30]([Zn]C#N)#[N:31]>CN(C=O)C>[CH2:25]([N:24]1[C:19]2=[N:20][CH:21]=[CH:22][CH:23]=[C:18]2[N:17]=[C:16]1[CH2:15][N:8]1[C:7]2[C:2]([C:30]#[N:31])=[N:3][CH:4]=[CH:5][C:6]=2[N:10]([CH:11]([CH3:13])[CH3:12])[C:9]1=[O:14])[CH2:26][CH:27]([CH3:29])[CH3:28]. Reported procedure: The mixture of compound 25 (0.075 g, 0.182 mmol), tetrakis(triphenyl-phosphine)palladium (41 mg, 0.036 mmol) and dicyanozinc (0.042 g, 0.363 mmol) in DMF (3 mL) under nitrogen atmosphere was irradiated for 30 minutes in a microwave reactor at 170° C. The resulting mixture was allowed to cool down to room temperature then filtered through an acrodisk filter and evaporated to dryness. The residue was purified by column chromatography using EtOAc. The title compound 29 was isolated as a white solid... Reactants: [N+](=O)([O-])C1=C(C(C(=O)O)=CC=C1)C(=O)O (3-nitrophthalic acid), N1CCCCC1 (piperdine), CC(CC(C)=O)=O (2,4-pentanedione). The solvent is CCOCC (ether), N1=CC=CC=C1 (pyridine). Run at time 6 hour. Product: C(C)(=O)C1C(C2=CC=CC(=C2C1=O)[N+](=O)[O-])=O (2-Acetyl-4-nitro 1,3-indanedione). Yield: 76.1%. Reaction SMILES: [N+:1]([C:4]1[CH:12]=[CH:11][CH:10]=[C:6]([C:7]([OH:9])=O)[C:5]=1[C:13]([OH:15])=O)([O-:3])=[O:2].N1CCCCC1.CC(=O)[CH2:24][C:25](=[O:27])[CH3:26]>N1C=CC=CC=1.CCOCC>[C:25]([CH:26]1[C:13](=[O:15])[C:5]2[C:6](=[CH:10][CH:11]=[CH:12][C:4]=2[N+:1]([O-:3])=[O:2])[C:7]1=[O:9])(=[O:27])[CH3:24]. Procedure: To a solution of 100 g of 3-nitrophthalic acid in 100 mL of pyridine was added 0.8 mL of piperdine followed by 500 g of 2,4-pentanedione at room temperature. The mixture was stirred at 35°-40° C. for 6 hours and then diluted with 100 mL ether. The pyridine salt was filtered off, washed with 100 ml of ether, dried, suspended in water, and acidified with 400 mL of 6N HCl. The title compound was filtered off, dried, and recrystallized from ethanol to yield 84 g of yellow crystals, m.p. 148°-150°.